Dataset: the Open Reaction Database (ORD), a public repository of structured organic reaction records. Task: describe an organic reaction: reactants, conditions, products, and yield Starting materials: O=C([O-])O, CCN(Cc1cc(Br)ccc1OCc1ccccc1)c1ccc(C(=O)OC)cn1, CSC, [Cl-], [Cl-], [Cl-], ClCCl, [Na+]. Yields the product CCN(Cc1cc(Br)ccc1O)c1ccc(C(=O)OC)cn1. Reaction SMILES: [C:36](=[O:37])([O-:38])[OH:39].[CH2:1]([c:2]1[cH:3][cH:4][cH:5][cH:6][cH:7]1)[O:8][c:9]1[c:10]([CH2:11][N:12]([CH2:13][CH3:14])[c:15]2[n:16][cH:17][c:18]([C:21](=[O:22])[O:23][CH3:24])[cH:19][cH:20]2)[cH:25][c:26]([Br:29])[cH:27][cH:28]1.[CH3:30][S:31][CH3:32].[Cl-:33].[Cl-:34].[Cl-:35].[Cl:41][CH2:42][Cl:43].[Na+:40]>>[OH:8][c:9]1[c:10]([CH2:11][N:12]([CH2:13][CH3:14])[c:15]2[n:16][cH:17][c:18]([C:21](=[O:22])[O:23][CH3:24])[cH:19][cH:20]2)[cH:25][c:26]([Br:29])[cH:27][cH:28]1. Starting materials: [O-]CC.[Na+] (sodium ethoxide), ClC=1C(=NC=C(C1)C(F)(F)F)O (3-chloro-5-trifluoromethylpyridin-2-ol), FC=1C=CC(=C(C1)C(CC1(OC1)C(F)(F)F)(C)C)OC (2-[2-(5-fluoro-2-methoxyphenyl)-2-methylpropyl]-2-trifluoromethyloxirane). Solvent: C(C)O (ethanol), CCO (EtOH). Run at temperature 85 celsius. The product is ClC=1C(N(C=C(C1)C(F)(F)F)CC(CC(C)(C)C1=C(C=CC(=C1)F)OC)(C(F)(F)F)O)=O (3-chloro-1-[4-(5-fluoro-2-methoxyphenyl)-2-hydroxy-4-methyl-2-trifluoromethylpentyl]-5-trifluoromethyl-1H-pyridin-2-one). RXN SMILES: [Cl:1][C:2]1[C:3]([OH:12])=[N:4][CH:5]=[C:6]([C:8]([F:11])([F:10])[F:9])[CH:7]=1.[O-]CC.[Na+].[F:17][C:18]1[CH:19]=[CH:20][C:21]([O:35][CH3:36])=[C:22]([C:24]([CH3:34])([CH3:33])[CH2:25][C:26]2([C:29]([F:32])([F:31])[F:30])[CH2:28][O:27]2)[CH:23]=1>CCO>[Cl:1][C:2]1[C:3](=[O:12])[N:4]([CH2:28][C:26]([OH:27])([C:29]([F:30])([F:32])[F:31])[CH2:25][C:24]([C:22]2[CH:23]=[C:18]([F:17])[CH:19]=[CH:20][C:21]=2[O:35][CH3:36])([CH3:33])[CH3:34])[CH:5]=[C:6]([C:8]([F:11])([F:9])[F:10])[CH:7]=1 |f:1.2|. Procedure details: A mixture of 3-chloro-5-trifluoromethylpyridin-2-ol (135 mg, 0.68 mmol) in 1 mL of EtOH was added to 0.13 mL of a 1M sodium ethoxide solution in ethanol and was heated to 85° C. for 5 minutes in a sealed vial. The mixture was cooled to room temperature, 2-[2-(5-fluoro-2-methoxyphenyl)-2-methylpropyl]-2-trifluoromethyloxirane was added, and the mixture heated to 85° C. overnight in a sealed vial. The volatiles were removed in vacuo and the residue diluted with water and extracted with EtOAc. The ... Starting materials: CCOC(=O)N1CCc2oc3c(OC)cccc3c2C1, [Cl-], COC(Cl)Cl, ClCCl. The product is CCOC(=O)N1CCc2oc3c(OC)ccc(C=O)c3c2C1. As a reaction SMILES: [CH2:1]([CH3:2])[O:3][C:4](=[O:5])[N:6]1[CH2:7][c:8]2[c:9]([o:12][c:13]3[c:14]2[cH:15][cH:16][cH:17][c:18]3[O:19][CH3:20])[CH2:10][CH2:11]1.[Cl-:21].[Cl:22][CH:23]([O:25][CH3:24])[Cl:26].[Cl:27][CH2:28][Cl:29]>>[CH2:1]([CH3:2])[O:3][C:4](=[O:5])[N:6]1[CH2:7][c:8]2[c:9]([o:12][c:13]3[c:14]2[c:15]([CH:23]=[O:25])[cH:16][cH:17][c:18]3[O:19][CH3:20])[CH2:10][CH2:11]1. Reactants: product, Cl.Cl.CC1=C(C=CC(=C1)N)NC1=NCCC1 (2-[(2-Methyl-4-aminophenyl)amino]-1-pyrroline, dihydrochloride), C(=O)(Cl)Cl (phosgene), C(C)(C)O (isopropyl alcohol), C(C)OCC (diethyl ether). The solvent is C(C)#N (acetonitrile), C1(=CC=CC=C1)C (toluene). Product: Cl.CC1=C(C=CC(=C1)NC(=O)OC(C)C)NC1=NCCC1 (2-[[2-Methyl-4-((1-methylethoxy)carbonylamino)-phenyl]amino]-1-pyrroline, hydrochloride). Reaction SMILES: Cl.Cl.[CH3:3][C:4]1[CH:9]=[C:8]([NH2:10])[CH:7]=[CH:6][C:5]=1[NH:11][C:12]1[CH2:16][CH2:15][CH2:14][N:13]=1.[C:17](Cl)([Cl:19])=[O:18].[CH:21]([OH:24])([CH3:23])[CH3:22].C(OCC)C>C(#N)C.C1(C)C=CC=CC=1>[ClH:19].[CH3:3][C:4]1[CH:9]=[C:8]([NH:10][C:17]([O:24][CH:21]([CH3:23])[CH3:22])=[O:18])[CH:7]=[CH:6][C:5]=1[NH:11][C:12]1[CH2:16][CH2:15][CH2:14][N:13]=1 |f:0.1.2,8.9|. Procedure details: To 1.2 g (4.6 mmole) of the product compound of Example 9 in 30 ml of acetonitrile was added a 10% excess of phosgene in toluene. The mixture was stirred at 20° in the absence of moisture for 16 hours, at which time a large excess (20 ml) of isopropyl alcohol was added. The reaction mixture was stirred at 20° until reaction was complete, as indicated by thin-layer chromatography on silica gel (9:1 ethanol/concentrated aqueous ammonia or 74:25:1 dichloromethane/ethanol/ammonia). The product was t... Starting materials: COC1=C(C(=CC(=C1)CO)OC)O (2,6-dimethoxy-4-(hydroxymethyl)phenol), [H][H] (hydrogen). The reagents and catalysts are platinum alumina. Solvent: CO (methanol). Yields the product COC1=C(C(=CC(=C1)C)OC)O (2,6-dimethoxy-4-methylphenol). Yield: 65.7%. RXN SMILES: [CH3:1][O:2][C:3]1[CH:8]=[C:7]([CH2:9]O)[CH:6]=[C:5]([O:11][CH3:12])[C:4]=1[OH:13].[H][H]>CO>[CH3:12][O:11][C:5]1[CH:6]=[C:7]([CH3:9])[CH:8]=[C:3]([O:2][CH3:1])[C:4]=1[OH:13]. Procedure details: 310 g of 2,6-dimethoxyphenol, 300 g of 38 wt% formalin, and 810 g of 10% wt% aqueous sodium hydroxide were reacted for 60 hours at 25° C. under a pressure of 0 kg/cm2 -G, the reaction mixture was and then neutralized with sulfuric acid, to obtain 80 g of 2,6-dimethoxy-4-(hydroxymethyl)phenol. (Yield: 22 mol%) 25 g of the obtained 2,6-dimethoxy-4-(hydroxymethyl)phenol was reacted in 320 ml of methanol in the presence of 0.375 wt% of platinum-alumina catalyst and hydrogen for 4 hours at 200° C. at...